This data is from the Open Reaction Database (ORD), a public repository of structured organic reaction records. The task is: describe an organic reaction: reactants, conditions, products, and yield Reactants: NC1=CC=NC=C1 (4-aminopyridine), ClC1=NN2C(C(=CC=C2)NCC2=C(C=CC=C2)OC)=N1 ((2-chloro-[1,2,4]triazolo[1,5-a]pyridin-8-yl)-(2-methoxy-benzyl)-amine). Yields the product COC1=C(CNC=2C=3N(C=CC2)N=C(N3)NC3=CC=NC=C3)C=CC=C1 (N(8)-(2-Methoxy-benzyl)-N(2)-pyridin-4-yl-[1,2,4]triazolo[1,5-a]pyridine-2,8-diamine), foam. Isolated yield 3.5%. As a reaction SMILES: [NH2:1][C:2]1[CH:7]=[CH:6][N:5]=[CH:4][CH:3]=1.Cl[C:9]1[N:27]=[C:12]2[C:13]([NH:17][CH2:18][C:19]3[CH:24]=[CH:23][CH:22]=[CH:21][C:20]=3[O:25][CH3:26])=[CH:14][CH:15]=[CH:16][N:11]2[N:10]=1>>[CH3:26][O:25][C:20]1[CH:21]=[CH:22][CH:23]=[CH:24][C:19]=1[CH2:18][NH:17][C:13]1[C:12]2[N:11]([N:10]=[C:9]([NH:1][C:2]3[CH:7]=[CH:6][N:5]=[CH:4][CH:3]=3)[N:27]=2)[CH:16]=[CH:15][CH:14]=1. Procedure details: N(8)-(2-Methoxy-benzyl)-N(2)-pyridin-4-yl-[1,2,4]triazolo[1,5-a]pyridine-2,8-diamine was prepared from 4-aminopyridine (36.47 mg, 0.3875 mmol) and (2-chloro-[1,2,4]triazolo[1,5-a]pyridin-8-yl)-(2-methoxy-benzyl)-amine (99.9 mg, 0.346 mmol) in a manner analogous to Example 2d. Product isolated as a off-white foam (4.14 mg, 3.5%). 1H NMR (400 MHz, (D3C)2SO, δ, ppm): 10.04 (s, 1H), 8.32 (m, 2H), 8.01 (d, J=6.7 Hz, 1H), 7.68 (m, 2H), 7.24 (m, 2H), 7.03 (d, J=8.2 Hz, 1H), 6.87 (t, J=14.9, 7.6 Hz, 1H)... The reactants are C(C)Br.C1(=CC=CC=C1)P(C1=CC=CC=C1)C1=CC=CC=C1 (Triphenylphosphine ethylbromide), [H-].[Na+].CS(=O)C (sodium hydride dimethyl sulfoxide), COC1=CC(=C(C=O)C(=C1)OC)O (4,6-dimethoxy-2-hydroxybenzaldehyde). Run at time 30 minute. Product: COC=1C(=C(C=C(C1)OC)O)CCC (3,5-dimethoxy-2-propylphenol). Isolated yield 46.4%. As a reaction SMILES: [CH2:1](Br)[CH3:2].C1(P(C2C=CC=CC=2)C2C=CC=CC=2)C=CC=CC=1.[H-].[Na+].CS(C)=O.[CH3:29][O:30][C:31]1[CH:38]=[C:37]([O:39][CH3:40])[C:34]([CH:35]=O)=[C:33]([OH:41])[CH:32]=1>>[CH3:40][O:39][C:37]1[C:34]([CH2:35][CH2:1][CH3:2])=[C:33]([OH:41])[CH:32]=[C:31]([O:30][CH3:29])[CH:38]=1 |f:0.1,2.3.4|. Procedure details: Triphenylphosphine ethylbromide (4.1 g) was added to a 2N sodium hydride/dimethyl sulfoxide solution (11 ml), prior to agitation at 50° C. for 30 minutes. To the mixture was added 4,6-dimethoxy-2-hydroxybenzaldehyde (1 g), for agitation at 50° C. overnight. After the termination of the reaction, the resulting solution was partitioned with ethyl acetate and dilute hydrochloric acid, and the resulting ethyl acetate phase was washed in water and subsequently in a saturated sodium chloride solution ... Starting materials: SIO2, solution, ClC1=C(C(=CC(=N1)N1CCC(CC1)NCC(C1=NC2=C(N1C)C=CC=C2)O)C(F)(F)F)C#N (6′-Chloro-4-[2-hydroxy-2-(1-methyl-1H-benzoimidazol-2-yl)-ethylamino]-4′-trifluoromethyl-3,4,5,6-tetrahydro-2H-[1,2′]bipyridinyl-5′-carbonitrile), CN(C)C=O (DMF), C[O-].[Na+] (NaOMe), SCC(=O)N (mercaptoacetamide), SCC(=O)N (mercaptoacetamide). Run in CO (MeOH). Run at temperature 60 celsius. Yields the product NC1=C(SC2=NC(=CC(=C21)C(F)(F)F)N2CCC(CC2)NCC(C2=NC1=C(N2C)C=CC=C1)O)C(=O)N (3-Amino-6-{4-[2-hydroxy-2-(1-methyl-1H-benzoimidazol-2-yl)-ethylamino]-piperidin-1-yl}-4-trifluoromethyl-thieno[2,3-b]pyridine-2-carboxylic acid amide). Reaction SMILES: Cl[C:2]1[N:7]=[C:6]([N:8]2[CH2:13][CH2:12][CH:11]([NH:14][CH2:15][CH:16]([OH:27])[C:17]3[N:21]([CH3:22])[C:20]4[CH:23]=[CH:24][CH:25]=[CH:26][C:19]=4[N:18]=3)[CH2:10][CH2:9]2)[CH:5]=[C:4]([C:28]([F:31])([F:30])[F:29])[C:3]=1[C:32]#[N:33].CN(C=O)C.[SH:39][CH2:40][C:41]([NH2:43])=[O:42].C[O-].[Na+]>CO>[NH2:33][C:32]1[C:3]2[C:2](=[N:7][C:6]([N:8]3[CH2:13][CH2:12][CH:11]([NH:14][CH2:15][CH:16]([OH:27])[C:17]4[N:21]([CH3:22])[C:20]5[CH:23]=[CH:24][CH:25]=[CH:26][C:19]=5[N:18]=4)[CH2:10][CH2:9]3)=[CH:5][C:4]=2[C:28]([F:31])([F:30])[F:29])[S:39][C:40]=1[C:41]([NH2:43])=[O:42] |f:3.4|. Procedure details: 6′-Chloro-4-[2-hydroxy-2-(1-methyl-1H-benzoimidazol-2-yl)-ethylamino]-4′-trifluoromethyl-3,4,5,6-tetrahydro-2H-[1,2′]bipyridinyl-5′-carbonitrile (344.0 mg, 0.718) mmol was dissolved into 2 mL of dry DMF. To this was added a 1.09 M MeOHic solution of mercaptoacetamide (1.00 mL, 1.09 mmol) and a 1 M solution of MeOHic NaOMe (2.87 mL, 2.87 mmol). The reaction mixture was heated at 60° C. for 2 h. LC-MS indicated complete conversion to the mercaptoacetamide adduct. The reaction was then heated at 80... Starting materials: CC1(C)Oc2ccc(C#N)cc2C2OC21, CCO, NCCN. The product is CC1(C)Oc2ccc(C#N)cc2C(NCCN)C1O. As a reaction SMILES: [C:1](#[N:2])[c:3]1[cH:4][cH:5][c:6]2[c:7]([cH:15]1)[CH:8]1[CH:9]([C:10]([CH3:12])([CH3:13])[O:11]2)[O:14]1.[CH3:20][CH2:21][OH:22].[NH2:16][CH2:17][CH2:18][NH2:19]>>[C:1](#[N:2])[c:3]1[cH:4][cH:5][c:6]2[c:7]([cH:15]1)[CH:8]([NH:19][CH2:18][CH2:17][NH2:16])[CH:9]([OH:14])[C:10]([CH3:12])([CH3:13])[O:11]2. Reactants: CC(=O)OC(C)=O, [Na+], O=C([O-])O, O, Nc1cc[nH]n1. Product: CC(=O)Nc1cc[nH]n1. RXN SMILES: [CH3:12][C:13](=[O:14])[O:15][C:16](=[O:17])[CH3:18].[Na+:11].[O-:7][C:8]([OH:9])=[O:10].[OH2:19].[nH:1]1[n:2][c:3]([NH2:6])[cH:4][cH:5]1>>[nH:1]1[n:2][c:3]([NH:6][C:13]([CH3:12])=[O:14])[cH:4][cH:5]1. Reactants: O=[N+]([O-])O, c1ccc2c(c1)SC1=NCCCN12, [NH4+], [OH-], O=S(=O)(O)O. The product is O=[N+]([O-])c1ccc2c(c1)SC1=NCCCN12. Reaction SMILES: [N+:6](=[O:7])([OH:8])[O-:9].[N:10]1=[C:15]2[N:14]([CH2:13][CH2:12][CH2:11]1)[c:18]1[c:17]([cH:22][cH:21][cH:20][cH:19]1)[S:16]2.[NH4+:23].[OH-:24].[S:1](=[O:2])(=[O:3])([OH:4])[OH:5]>>[N+:6](=[O:7])([O-:9])[c:21]1[cH:20][cH:19][c:18]2[c:17]([cH:22]1)[S:16][C:15]1=[N:10][CH2:11][CH2:12][CH2:13][N:14]12. The reactants are BrC=1N=CC(=NC1)C(=O)N1CCN(CC1)C1=NC=C(C=C1C)C ((5-bromopyrazin-2-yl)[4-(3,5-dimethylpyridin-2-yl)piperazin-1-yl]methanone), CC1CCC(N1)=O (5-methylpyrrolidin-2-one). Yields the product CC=1C(=NC=C(C1)C)N1CCN(CC1)C(=O)C=1N=CC(=NC1)N1C(CCC1C)=O (1-{5-[4-(3,5-dimethylpyridin-2-yl)piperazine-1-carbonyl]pyrazin-2-yl}-5-methylpyrrolidin-2-one). Yield: 32.1%. Reaction SMILES: Br[C:2]1[N:3]=[CH:4][C:5]([C:8]([N:10]2[CH2:15][CH2:14][N:13]([C:16]3[C:21]([CH3:22])=[CH:20][C:19]([CH3:23])=[CH:18][N:17]=3)[CH2:12][CH2:11]2)=[O:9])=[N:6][CH:7]=1.[CH3:24][CH:25]1[NH:29][C:28](=[O:30])[CH2:27][CH2:26]1>>[CH3:22][C:21]1[C:16]([N:13]2[CH2:14][CH2:15][N:10]([C:8]([C:5]3[N:6]=[CH:7][C:2]([N:29]4[CH:25]([CH3:24])[CH2:26][CH2:27][C:28]4=[O:30])=[N:3][CH:4]=3)=[O:9])[CH2:11][CH2:12]2)=[N:17][CH:18]=[C:19]([CH3:23])[CH:20]=1. Procedure: Using (5-bromopyrazin-2-yl)[4-(3,5-dimethylpyridin-2-yl)piperazin-1-yl]methanone (113 mg) described in Preparation Example 232 and 5-methylpyrrolidin-2-one (36 mg) and by the reaction and treatment in the same manner as in Example 1, the title compound (38 mg) was obtained. The reactants are Cl (HCl), C(=O)(O)[O-].[Na+] (NaHCO3), NC=1C=C2C[C@@]3(CC2=CC1)N(C(NC3=O)=O)C ((R)-5′-Amino-3-methyl-spiro[imidazolidine-4,2′-indane]-2,5-dione), NC=1C=C2C[C@@]3(CC2=CC1)N(C(NC3=O)=O)C ((R)-5′-Amino-3-methyl-spiro[imidazolidine-4,2′-indane]-2,5-dione), F[B-](F)(F)F.F[B-](F)(F)F.CN(C)C=C(C[NH+](C)C)C[NH+](C)C (2-dimethylaminomethylene-1,3-bis(dimethylammonio)propane bis(tetrafluoroborate)). The solvent is C1CCOC1 (THF), C(Cl)(Cl)Cl (CHCl3), C(C)(=O)O (acetic acid), C(C)(=O)O (acetic acid). Conditions: time 2.5 hour. The product is CN1C(NC([C@@]12CC1=C(C=C3C=C(C=NC3=C1)C=O)C2)=O)=O ((R)-3′-Methyl-2′,5′-dioxo-6,8-dihydrospiro[cyclopenta[g]quinoline-7,4′-imidazolidine]-3-carbaldehyde). As a reaction SMILES: [NH2:1][C:2]1[CH:3]=[C:4]2[C:8](=[CH:9][CH:10]=1)[CH2:7][C@:6]1([C:14](=[O:15])[NH:13][C:12](=[O:16])[N:11]1[CH3:17])[CH2:5]2.F[B-](F)(F)F.F[B-](F)(F)F.CN([CH:31]=[C:32]([CH2:37][NH+](C)C)[CH2:33][NH+](C)C)C.Cl.C([O-])(O)=[O:43].[Na+]>C(O)(=O)C.C(Cl)(Cl)Cl.C1COCC1>[CH3:17][N:11]1[C@@:6]2([CH2:7][C:8]3[CH:9]=[C:10]4[C:2](=[CH:3][C:4]=3[CH2:5]2)[N:1]=[CH:33][C:32]([CH:37]=[O:43])=[CH:31]4)[C:14](=[O:15])[NH:13][C:12]1=[O:16] |f:1.2.3,5.6|. Reported procedure: (R)-5′-Amino-3-methyl-spiro[imidazolidine-4,2′-indane]-2,5-dione (0.500 g, 2.16 mmol, described in Intermediate 8) and 2-dimethylaminomethylene-1,3-bis(dimethylammonio)propane bis(tetrafluoroborate) (1.77 g, 4.97 mmol) were suspended in glacial acetic acid and the mixture was heated to reflux for 20 h. The mixture was allowed to cool to ambient temperature before the bulk of the acetic acid was removed in vacuo. THF (10 mL) and 1 N aqueous HCl (10 mL, 10 mmol) were added and the mixture was stir...